This data is from the Open Reaction Database (ORD), a public repository of structured organic reaction records. The task is: describe an organic reaction: reactants, conditions, products, and yield The reactants are C1C(C2=CC=CC=C2)O1 (styrene oxide), [SiH](CC)(CC)CC (Et3SiH), [Ni(NPtBu3)]4, C1(=CC=CC=C1)C (toluene), Teflon, Teflon. The reagents and catalysts are catalyst. Run at temperature 90 celsius, time 12 hour. Yields the product C12C(CCCCCCCCCC1)O2 (Cyclododecene Oxide). RXN SMILES: [CH2:1]1[O:9][CH:2]1[C:3]1[CH:8]=[CH:7][CH:6]=[CH:5][CH:4]=1.[SiH](CC)(CC)CC.[C:17]1(C)[CH:22]=CC=[CH:19][CH:18]=1>>[CH:2]12[O:9][CH:1]1[CH2:22][CH2:17][CH2:18][CH2:19][CH2:4][CH2:5][CH2:6][CH2:7][CH2:8][CH2:3]2. Reported procedure: The preparation of reaction mixtures is conducted under an inert atmosphere, for example, in a nitrogen-filled dry box. 70 mg (0.38 mmol) styrene oxide, 88 mg (0.76 mmol) Et3SiH and 20 mg (0.018 mmol) of the catalyst [Ni(NPtBu3)]4 are dissolved in 6 mL toluene. The solution is transferred into a Teflon-sealed glass reactor equipped with a Teflon-sealed magnetic stir bar. The reaction mixture is then stirred at 1200 rotations per minute (rpm) for 12 hours in an oil bath at 90° C. The reactants are O=c1c(Cc2cccnc2)cn2c3ccc(Br)cc3c3cc(O)cc1c32, O=C([O-])[O-], CS(C)=O, Cl, [K+], [K+], O, ClCc1cccnc1. Yields the product O=c1c(Cc2cccnc2)cn2c3ccc(Br)cc3c3cc(OCc4cccnc4)cc1c32. Reaction SMILES: [Br:1][c:2]1[cH:3][cH:4][c:5]2[n:6]3[c:7]4[c:8]([cH:9][c:10]([OH:15])[cH:11][c:12]4[c:13]2[cH:14]1)[c:16](=[O:26])[c:17]([CH2:19][c:20]1[cH:21][n:22][cH:23][cH:24][cH:25]1)[cH:18]3.[C:27](=[O:28])([O-:29])[O-:30].[CH3:43][S:44](=[O:45])[CH3:46].[ClH:33].[K+:31].[K+:32].[OH2:42].[cH:34]1[c:35]([CH2:40][Cl:41])[cH:36][cH:37][cH:38][n:39]1>>[Br:1][c:2]1[cH:3][cH:4][c:5]2[n:6]3[c:7]4[c:8]([cH:9][c:10]([O:15][CH2:40][c:35]5[cH:34][n:39][cH:38][cH:37][cH:36]5)[cH:11][c:12]4[c:13]2[cH:14]1)[c:16](=[O:26])[c:17]([CH2:19][c:20]1[cH:21][n:22][cH:23][cH:24][cH:25]1)[cH:18]3.